Dataset: the Open Reaction Database (ORD), a public repository of structured organic reaction records. Task: describe an organic reaction: reactants, conditions, products, and yield The reactants are C(C(C)C)OC1C=CC(N1)=O (1,5-dihydro-5-isobutyloxy-2H-pyrrol-2-one), C1(=CC=CC=C1)S(=O)(=O)Cl (benzenesulphonyl chloride), solution, C(CCC)[Li] (n-butyllithium). Solvent: O1CCCC1 (tetrahydrofuran), CCCCCC (hexane), O1CCCC1 (tetrahydrofuran). Conditions: temperature -40 celsius, time 30 minute. Product: C1(=CC=CC=C1)S(=O)(=O)N1C(C=CC1OCC(C)C)=O (1-benzenesulphonyl-1,5-dihydro-5-isobutyloxy-2H-pyrrol-2-one). Isolated yield 27.2%. RXN SMILES: C([Li])CCC.[CH2:6]([O:10][CH:11]1[NH:15][C:14](=[O:16])[CH:13]=[CH:12]1)[CH:7]([CH3:9])[CH3:8].[C:17]1([S:23](Cl)(=[O:25])=[O:24])[CH:22]=[CH:21][CH:20]=[CH:19][CH:18]=1>CCCCCC.O1CCCC1>[C:17]1([S:23]([N:15]2[CH:11]([O:10][CH2:6][CH:7]([CH3:9])[CH3:8])[CH:12]=[CH:13][C:14]2=[O:16])(=[O:25])=[O:24])[CH:22]=[CH:21][CH:20]=[CH:19][CH:18]=1. Procedure: 13.2 cm3 of a 1.6M solution of n-butyllithium in hexane is added to a solution cooled to -45° C. of 3.3 g of 1,5-dihydro-5-isobutyloxy-2H-pyrrol-2-one obtained at stage A, in 80 cm3 of tetrahydrofuran. The mixture is agitated for 30 minutes at -45° C./-40° C., then a solution of 3.74 g of benzenesulphonyl chloride in 12 cm3 of tetrahydrofuran is added. The temperature is allowed to return to the ambient over 2 hours. After evaporating to dryness, the residue is chromatographed on silica (eluent:... The reactants are OC1=C(C(=O)[O-])C(=CC=C1)O (2,6-dihydroxybenzoate), OCCCCNC(OC(C)(C)C)=O (tert-butyl 4-hydroxybutylcarbamate), CO (methanol). The product is OC1=C(C(=O)OC)C(=CC(=C1)OC)O (methyl 2,6-dihydroxy-4-methoxybenzoate). RXN SMILES: [OH:1][C:2]1[CH:10]=[CH:9][CH:8]=[C:7]([OH:11])[C:3]=1[C:4]([O-:6])=[O:5].[OH:12][CH2:13]CCCNC(=O)OC(C)(C)C.[CH3:25]O>>[OH:1][C:2]1[CH:10]=[C:9]([O:12][CH3:13])[CH:8]=[C:7]([OH:11])[C:3]=1[C:4]([O:6][CH3:25])=[O:5]. Reported procedure: The tilted compound was prepared according to the procedure described for Example 12A, substituting 2,4,6-trihydroxybenzoate for 2,6-dihydroxybenzoate and methanol for tert-butyl 4-hydroxybutylcarbamate. Reactants: CCCCCCCCCC=CCCCNc1ccc(C(CC)C(=O)OC)cc1, OCC(O)CO, Cc1ccc(S(=O)(=O)O)cc1. Product: CCCCCCCCCC=CCCCNc1ccc(C(CC)C(=O)OCC(O)CO)cc1. Reaction SMILES: [CH2:1]([CH2:2][CH2:3][CH:4]=[CH:5][CH2:6][CH2:7][CH2:8][CH2:9][CH2:10][CH2:11][CH2:12][CH2:13][CH3:14])[NH:15][c:16]1[cH:17][cH:18][c:19]([CH:22]([C:23](=[O:24])[O:25][CH3:26])[CH2:27][CH3:28])[cH:20][cH:21]1.[OH:40][CH2:41][CH:42]([OH:43])[CH2:44][OH:45].[c:29]1([CH3:30])[cH:31][cH:32][c:33]([S:34]([OH:35])(=[O:36])=[O:37])[cH:38][cH:39]1>>[CH2:1]([CH2:2][CH2:3][CH:4]=[CH:5][CH2:6][CH2:7][CH2:8][CH2:9][CH2:10][CH2:11][CH2:12][CH2:13][CH3:14])[NH:15][c:16]1[cH:17][cH:18][c:19]([CH:22]([C:23](=[O:24])[O:25][CH2:26][CH:42]([CH2:41][OH:40])[OH:43])[CH2:27][CH3:28])[cH:20][cH:21]1. Reactants: C(C#C)C1CCN(CC1)C(=O)OC1=CC=C(C=C1)C (4-methylphenyl 4-(prop-2-ynyl)piperidine-1-carboxylate), JR28-105, IC=1N=C(C=2N=CN([C@H]3[C@H](O)[C@H](O)[C@@H](CO)O3)C2N1)N (2-iodoadenosine). The product is CC1=CC=C(OC(=O)N2CCC(CC2)CC#CC=2N=C(C=3N=CN([C@H]4[C@H](O)[C@H](O)[C@@H](CO)O4)C3N2)N)C=C1 (2-{3-[1-((4-Methyl)phenoxycarbanoyl)piperidin-4-yl]propyn-1-yl}adenosine). RXN SMILES: [CH2:1]([CH:4]1[CH2:9][CH2:8][N:7]([C:10]([O:12][C:13]2[CH:18]=[CH:17][C:16]([CH3:19])=[CH:15][CH:14]=2)=[O:11])[CH2:6][CH2:5]1)[C:2]#[CH:3].I[C:21]1[N:22]=[C:23]([NH2:39])[C:24]2[N:25]=[CH:26][N:27]([C:37]=2[N:38]=1)[C@@H:28]1[O:36][C@H:33]([CH2:34][OH:35])[C@@H:31]([OH:32])[C@H:29]1[OH:30]>>[CH3:19][C:16]1[CH:17]=[CH:18][C:13]([O:12][C:10]([N:7]2[CH2:6][CH2:5][CH:4]([CH2:1][C:2]#[C:3][C:21]3[N:22]=[C:23]([NH2:39])[C:24]4[N:25]=[CH:26][N:27]([C:37]=4[N:38]=3)[C@@H:28]3[O:36][C@H:33]([CH2:34][OH:35])[C@@H:31]([OH:32])[C@H:29]3[OH:30])[CH2:9][CH2:8]2)=[O:11])=[CH:14][CH:15]=1. Procedure: Batch: AB-10-019. 4-methylphenyl 4-(prop-2-ynyl)piperidine-1-carboxylate, batch JR28-105 (0.548 g, 2.130 mmol) was added to a solution of 2-iodoadenosine (0.629 g, 1.600 mmol) according to general procedure 2. Yield: 0.236 g, 28%. 1H NMR (CD3OD) δ 8.29 (s, 1H), 7.14-6.92 (2×m, 4H), 5.95 (d, 1H), 4.75 (m, 2H), 4.34-4.16 (2×m, 3H), 3.91-3.71 (2×d, 2H), 3.10-2.90 (2×bt, 4H), 2.28 (s, 3H), 2.43 (d, 5H), 1.92-1.41 (2×m, 5H). m/Z MH+=523.16. HPLC rt=6.8 min. The reactants are ClCC=1N=C(SC1)C=1N=CN2C1CN(C(C1=C2C=CC(=C1)F)=O)C (3-(4-chloromethylthiazol-2-yl)-8-fluoro-5-methyl-5,6-dihydro-4H-imidazo[1,5-a][1,4]benzodiazepin-6-one), C(C=C)NCC=C (diallylamine). Solvent: O1CCCC1 (tetrahydrofuran). Yields the product C(C=C)N(CC=C)CC=1N=C(SC1)C=1N=CN2C1CN(C(C1=C2C=CC(=C1)F)=O)C (3-(4-diallylaminomethyl-thiazol-2-yl)-8-fluoro-5-methyl-5,6-dihydro-4H-imidazo[1,5-a][1,4]benzodiazepin-6-one). Yield: 65.3%. As a reaction SMILES: Cl[CH2:2][C:3]1[N:4]=[C:5]([C:8]2[N:9]=[CH:10][N:11]3[C:17]4[CH:18]=[CH:19][C:20]([F:22])=[CH:21][C:16]=4[C:15](=[O:23])[N:14]([CH3:24])[CH2:13][C:12]=23)[S:6][CH:7]=1.[CH2:25]([NH:28][CH2:29][CH:30]=[CH2:31])[CH:26]=[CH2:27]>O1CCCC1>[CH2:25]([N:28]([CH2:2][C:3]1[N:4]=[C:5]([C:8]2[N:9]=[CH:10][N:11]3[C:17]4[CH:18]=[CH:19][C:20]([F:22])=[CH:21][C:16]=4[C:15](=[O:23])[N:14]([CH3:24])[CH2:13][C:12]=23)[S:6][CH:7]=1)[CH2:29][CH:30]=[CH2:31])[CH:26]=[CH2:27]. Procedure: A suspension of 1.0 g (0.00275 mol) of 3-(4-chloromethylthiazol-2-yl)-8-fluoro-5-methyl-5,6-dihydro-4H-imidazo[1,5-a][1,4]benzodiazepin-6-one in 50 ml of tetrahydrofuran was treated with 4.1 ml (0.033 mol) of diallylamine. After stirring at reflux for 18 hrs. the solution obtained was completely freed from the solvents. The residue was chromatographed over silica gel with dichloromethane/methanol 19:1 as the eluent and recrystallized from hot isopropyl ether. There was obtained 0.76 g (66%) of 3... Starting materials: CCCCCCCCCCCC(CC(=O)OC(C)(C)C)OC(C)=O, Cc1ccccc1, O=C(O)C(F)(F)F, c1ccccc1. Product: CCCCCCCCCCCC(CC(=O)O)OC(C)=O. Reaction SMILES: [C:8]([CH3:9])(=[O:10])[O:11][CH:12]([CH2:13][C:14](=[O:15])[O:16][C:17]([CH3:18])([CH3:19])[CH3:20])[CH2:21][CH2:22][CH2:23][CH2:24][CH2:25][CH2:26][CH2:27][CH2:28][CH2:29][CH2:30][CH3:31].[CH3:38][c:39]1[cH:40][cH:41][cH:42][cH:43][cH:44]1.[OH:1][C:2]([C:3]([F:4])([F:5])[F:6])=[O:7].[cH:32]1[cH:33][cH:34][cH:35][cH:36][cH:37]1>>[C:8]([CH3:9])(=[O:10])[O:11][CH:12]([CH2:13][C:14](=[O:15])[OH:16])[CH2:21][CH2:22][CH2:23][CH2:24][CH2:25][CH2:26][CH2:27][CH2:28][CH2:29][CH2:30][CH3:31]. The reactants are [N-]=[N+]=[N-].[Na+] (Sodium azide), CC(C)(C1=NC=NC2=C(C=CC=C12)C)OS(=O)(=O)C (methanesulfonic acid 1-methyl-1-(8-methyl-quinazolin-4-yl)-ethyl ester), CN(C)C=O (DMF). Solvent: C(=O)([O-])[O-].[Na+].[Na+] (Na2CO3), CCOC(=O)C (EtOAc). Conditions: time 4 day. Yields the product N(=[N+]=[N-])C(C)(C)C1=NC=NC2=C(C=CC=C12)C (4-(1-azido-1-methyl-ethyl)-8-methyl-quinazoline). RXN SMILES: [N-:1]=[N+:2]=[N-:3].[Na+].[CH3:5][C:6](OS(C)(=O)=O)([C:8]1[C:17]2[C:12](=[C:13]([CH3:18])[CH:14]=[CH:15][CH:16]=2)[N:11]=[CH:10][N:9]=1)[CH3:7].CN(C=O)C>C([O-])([O-])=O.[Na+].[Na+].CCOC(C)=O>[N:1]([C:6]([C:8]1[C:17]2[C:12](=[C:13]([CH3:18])[CH:14]=[CH:15][CH:16]=2)[N:11]=[CH:10][N:9]=1)([CH3:7])[CH3:5])=[N+:2]=[N-:3] |f:0.1,4.5.6|. Procedure details: Sodium azide (492 mg, 7.57 mmol) is added to methanesulfonic acid 1-methyl-1-(8-methyl-quinazolin-4-yl)-ethyl ester (680 mg, 78% content, 1.89 mmol) in DMF (1.5 mL, 19.56 mmol) and stirring is continued for 4 d. The reaction mixture is diluted with saturated Na2CO3 and EtOAc. The organic layer is washed with brine, dried and filtered to give 4-(1-azido-1-methyl-ethyl)-8-methyl-quinazoline (as a solution in EtOAc).